Dataset: the Open Reaction Database (ORD), a public repository of structured organic reaction records. Task: describe an organic reaction: reactants, conditions, products, and yield Starting materials: CNC1=C(C(=O)OC)C(c2ccc(C(F)(F)F)cc2)C(C(=O)OC)=C(C)C1, CNC1=C(C(=O)OC)C(c2ccc(C(F)(F)F)cc2)C(C(=O)OC)C(C)(O)C1, O=S(Cl)Cl, c1ccncc1. The product is CNC1=C(C(=O)OC)C(c2ccc(C(F)(F)F)cc2)C(C(=O)OC)C(C)=C1. Reaction SMILES: [CH3:33][C:34]1=[C:55]([C:56]([O:57][CH3:58])=[O:59])[CH:44]([c:45]2[cH:46][cH:47][c:48]([C:49]([F:50])([F:51])[F:52])[cH:53][cH:54]2)[C:39]([C:40]([O:41][CH3:42])=[O:43])=[C:36]([NH:37][CH3:38])[CH2:35]1.[OH:1][C:2]1([CH3:28])[CH2:3][C:4]([NH:26][CH3:27])=[C:5]([C:22](=[O:23])[O:24][CH3:25])[CH:6]([c:12]2[cH:13][cH:14][c:15]([C:18]([F:19])([F:20])[F:21])[cH:16][cH:17]2)[CH:7]1[C:8](=[O:9])[O:10][CH3:11].[S:29]([Cl:30])([Cl:31])=[O:32].[cH:60]1[cH:61][cH:62][n:63][cH:64][cH:65]1>>[C:2]1([CH3:28])=[CH:3][C:4]([NH:26][CH3:27])=[C:5]([C:22](=[O:23])[O:24][CH3:25])[CH:6]([c:12]2[cH:13][cH:14][c:15]([C:18]([F:19])([F:20])[F:21])[cH:16][cH:17]2)[CH:7]1[C:8](=[O:9])[O:10][CH3:11]. The reactants are C(#N)C=1N=CSC1 (4-cyanothiazole), Cl.Cl.C1(=C(C=CC=C1)N)N (o-phenylenediamine dihydrochloride), C1(=C(C=CC=C1)N)N (o-phenylenediamine), C(#N)C=1N=CSC1 (4-cyanothiazole), [OH-].[Na+] (Sodium hydroxide), [OH-].[Na+] (NaOH). The solvent is O (water). Yields the product C=1C=CC2=C(C1)NC(=N2)C3=CSC=N3 (thiabendazole). Yield: 77.5%. Reaction SMILES: [C:1]([C:3]1[N:4]=[CH:5][S:6][CH:7]=1)#[N:2].Cl.Cl.[C:10]1(N)[CH:15]=[CH:14][CH:13]=[CH:12][C:11]=1[NH2:16].[OH-].[Na+].C1(N)C=CC=CC=1N>O>[CH:14]1[CH:15]=[CH:10][C:11]2[N:16]=[C:1]([C:3]3[N:4]=[CH:5][S:6][CH:7]=3)[NH:2][C:12]=2[CH:13]=1 |f:1.2.3,4.5|. Reported procedure: To a 1 liter four-neck flask equipped with a mechanical stirrer, a condenser, pH probe and thermometer were added 54 grams (0.5 mole) of 4-cyanothiazole, 90.5 grams (0.5 mole) of o-phenylenediamine dihydrochloride and 250 ml of deionized water. Sodium hydroxide pellets were added in sufficient proportion to increase the pH of the reaction mixture to a value of 4.0. The mixture was heated to reflux and held at reflux (100°-102° C.) for 4 hours. The reaction was determined to be complete when the ... Starting materials: CC(C)(C)OC(=O)N1CCC(Nc2nc3c(-c4ccc(F)c(F)c4F)cccn3n2)C(F)(F)C1, ClCCl, O=C(O)C(F)(F)F. The product is Fc1ccc(-c2cccn3nc(NC4CCNCC4(F)F)nc23)c(F)c1F. As a reaction SMILES: [C:1]([O:2][C:3](=[O:4])[N:8]1[CH2:9][C:10]([F:33])([F:34])[CH:11]([NH:14][c:15]2[n:16][n:17]3[c:18]([c:19](-[c:23]4[c:24]([F:31])[c:25]([F:30])[c:26]([F:29])[cH:27][cH:28]4)[cH:20][cH:21][cH:22]3)[n:32]2)[CH2:12][CH2:13]1)([CH3:5])([CH3:6])[CH3:7].[Cl:42][CH2:43][Cl:44].[F:35][C:36]([F:37])([F:38])[C:39]([OH:40])=[O:41]>>[NH:8]1[CH2:9][C:10]([F:33])([F:34])[CH:11]([NH:14][c:15]2[n:16][n:17]3[c:18]([c:19](-[c:23]4[c:24]([F:31])[c:25]([F:30])[c:26]([F:29])[cH:27][cH:28]4)[cH:20][cH:21][cH:22]3)[n:32]2)[CH2:12][CH2:13]1. Reaction conditions: temperature 0 celsius, time 30 minute. Reaction SMILES: CC(OC([NH:8][C@H:9]([C:20]([OH:22])=O)[CH2:10][CH2:11][CH2:12][N:13]=[C:14]([NH:16][N+:17]([O-:19])=[O:18])[NH2:15])=O)(C)C.[Cl:23][C:24](OCC(C)C)=O.CN1CCOCC1.[ClH:38].C(O)C>O1CCCC1>[NH2:8][C@H:9]([C:20]([CH2:24][Cl:23])=[O:22])[CH2:10][CH2:11][CH2:12][NH:13][C:14](=[NH:15])[NH:16][N+:17]([O-:19])=[O:18].[ClH:38] |f:3.4,6.7|. The reactants are anhydride, CC(C)(C)OC(=O)N[C@@H](CCCN=C(N)N[N+](=O)[O-])C(=O)O (Boc Arg(NO2)OH), ClC(=O)OCC(C)C (isobutyl chloroformate), CN1CCOCC1 (N-methylmorpholine), Cl.C(C)O (ethanol HCl). The product is N[C@@H](CCCNC(N[N+](=O)[O-])=N)C(=O)CCl.Cl (H-Arg(NO2)CH2Cl.HCl). Procedure: Boc Arg(NO2)OH (5.0 g, 15.6 mmol) was dissolved in 60 ml of tetrahydrofuran (THF) and was allowed to react with isobutyl chloroformate (2.06 ml, 15.6 mmol) in the presence of N-methylmorpholine (1.72 ml, 15.6 mmol) for 10 min at -20° C. The mixed anhydride preparation was filtered, and the filtrate was added to 120 ml of ethereal diazomethane. After stirring the reaction solution for 30 min at 0° C., 80 ml of ether was added. The product crystallized from the reaction solution in the cold. The B... Run in O1CCCC1 (tetrahydrofuran). Reactants: CC#N, COC(=O)c1ccccc1S(=O)(=O)N=C=O, Nc1ncccn1. The product is COC(=O)c1ccccc1S(=O)(=O)NC(=O)Nc1ncccn1. As a reaction SMILES: [CH3:24][C:25]#[N:26].[CH3:8][O:9][C:10](=[O:11])[c:12]1[c:13]([S:18](=[O:19])(=[O:20])[N:21]=[C:22]=[O:23])[cH:14][cH:15][cH:16][cH:17]1.[NH2:1][c:2]1[n:3][cH:4][cH:5][cH:6][n:7]1>>[NH:1]([c:2]1[n:3][cH:4][cH:5][cH:6][n:7]1)[C:22]([NH:21][S:18]([c:13]1[c:12]([C:10]([O:9][CH3:8])=[O:11])[cH:17][cH:16][cH:15][cH:14]1)(=[O:19])=[O:20])=[O:23]. The reactants are solid, BrC1=CC(=CC=2C(=C3N(C12)CCNC3=O)C)C#N (6-bromo-10-methyl-1-oxo-1,2,3,4-tetrahydro-pyrazino[1,2-a]indole-8-carbonitrile), BrC1=CC(=CC=2C(=C3N(C12)CCNC3=O)C)C#N (6-bromo-10-methyl-1-oxo-1,2,3,4-tetrahydro-pyrazino[1,2-a]indole-8-carbonitrile), FC1=C(C=CC(=C1F)F)B(O)O (2,3,4-trifluoro-phenylboronic acid). The product is CC1=C2N(C=3C(=CC(=CC13)C#N)C1=C(C(=C(C=C1)F)F)F)CCNC2=O (10-Methyl-1-oxo-6-(2,3,4-trifluorophenyl)-3,4-dihydro-2H-pyrazino[1,2-a]indole-8-carbonitrile). Reaction SMILES: Br[C:2]1[C:10]2[N:9]3[CH2:11][CH2:12][NH:13][C:14](=[O:15])[C:8]3=[C:7]([CH3:16])[C:6]=2[CH:5]=[C:4]([C:17]#[N:18])[CH:3]=1.[F:19][C:20]1[C:25]([F:26])=[C:24]([F:27])[CH:23]=[CH:22][C:21]=1B(O)O>>[CH3:16][C:7]1[C:6]2[CH:5]=[C:4]([C:17]#[N:18])[CH:3]=[C:2]([C:23]3[CH:22]=[CH:21][C:20]([F:19])=[C:25]([F:26])[C:24]=3[F:27])[C:10]=2[N:9]2[CH2:11][CH2:12][NH:13][C:14](=[O:15])[C:8]=12. Procedure details: The title compound, white solid (17 mg, 19%), MS (ISP) m/z=356.5 [(M+H)+], mp 238° C., was prepared in accordance with the general method of example 1 from 6-bromo-10-methyl-1-oxo-1,2,3,4-tetrahydro-pyrazino[1,2-a]indole-8-carbonitrile (intermediate 16) (76 mg, 0.25 mmol) and commercially available 2,3,4-trifluoro-phenylboronic acid (57.2 mg, 0.325 mmol).